Dataset: the Open Reaction Database (ORD), a public repository of structured organic reaction records. Task: describe an organic reaction: reactants, conditions, products, and yield The product is ClCCCCN1C=CC2=C1C(CCN(S2(=O)=O)C)=NO (6-(4-chlorobutyl)-5-hydroxyimino-2-methyl-3,4,5,6-tetrahydro-2H-pyrrolo[2,3-f][1,2]thiazepine 1,1-dioxide). Isolated yield 72.5%. RXN SMILES: [Cl:1][CH2:2][CH2:3][CH2:4][CH2:5][N:6]1[C:10]2[C:11](=O)[CH2:12][CH2:13][N:14]([CH3:18])[S:15](=[O:17])(=[O:16])[C:9]=2[CH:8]=[CH:7]1.Cl.[NH2:21][OH:22].C([O-])(=O)C.[Na+]>C(O)C>[Cl:1][CH2:2][CH2:3][CH2:4][CH2:5][N:6]1[C:10]2[C:11](=[N:21][OH:22])[CH2:12][CH2:13][N:14]([CH3:18])[S:15](=[O:17])(=[O:16])[C:9]=2[CH:8]=[CH:7]1 |f:1.2,3.4|. The solvent is C(C)O (ethanol). Procedure: A suspension of 152 mg (0.5 mmol) of Compound 18, 174 mg (2.5 mmol) of hydroxylamine hydrochloride and 205 mg (2.5 mmol) of sodium acetate in 20 ml of ethanol was refluxed for 20 hours. The reaction mixture was concentrated under reduced pressure, followed by the addition of water to the residue. The resulting mixture was extracted with chloroform (3 times). The organic layer was washed with a saturated aqueous solution of sodium chloride, dried over anhydrous sodium sulfate, and then concentrat... The reactants are ClCCCCN1C=CC2=C1C(CCN(S2(=O)=O)C)=O (6-(4-chlorobutyl)-2-methyl-3,4,5,6-tetrahydro-2H-pyrrolo[2,3-f][1,2]thiazepin-5-one 1,1-dioxide), Cl.NO (hydroxylamine hydrochloride), C(C)(=O)[O-].[Na+] (sodium acetate). Starting materials: Cl.N1CCC(CC1)NC(OC(C)(C)C)=O (tert-butyl piperidin-4-ylcarbamate hydrochloride), ClC(Cl)(OC(OC(Cl)(Cl)Cl)=O)Cl (triphosgene), C(CC(O)(C(=O)O)CC(=O)O)(=O)O (citric acid), N1CCCCC1 (piperidine). Run in C(Cl)Cl (methylene chloride), C(C)N(CC)CC (triethylamine), C(Cl)Cl (methylene chloride), C(Cl)Cl (methylene chloride), C(C)N(CC)CC (triethylamine). Reaction conditions: time 2 hour. Yields the product N1(CCCCC1)C(=O)N1CCC(CC1)NC(OC(C)(C)C)=O (tert-butyl [1-(piperidine-1-carbonyl)piperidin-4-yl]carbamate). Isolated yield 100.3%. As a reaction SMILES: Cl.[NH:2]1[CH2:7][CH2:6][CH:5]([NH:8][C:9](=[O:15])[O:10][C:11]([CH3:14])([CH3:13])[CH3:12])[CH2:4][CH2:3]1.ClC(Cl)(O[C:20](=[O:26])OC(Cl)(Cl)Cl)Cl.[NH:28]1[CH2:33][CH2:32][CH2:31][CH2:30][CH2:29]1.C(O)(=O)CC(CC(O)=O)(C(O)=O)O>C(Cl)Cl.C(N(CC)CC)C>[N:28]1([C:20]([N:2]2[CH2:3][CH2:4][CH:5]([NH:8][C:9](=[O:15])[O:10][C:11]([CH3:12])([CH3:14])[CH3:13])[CH2:6][CH2:7]2)=[O:26])[CH2:33][CH2:32][CH2:31][CH2:30][CH2:29]1 |f:0.1|. Procedure details: A suspension of 1.0 g of tert-butyl piperidin-4-ylcarbamate hydrochloride and 0.6 ml of triethylamine in 15 ml of methylene chloride was added to a solution of 418 mg of triphosgene in 10 ml of methylene chloride under cooling with ice-water bath. The reaction mixture was stirred for 2 hours with ice cooling, and then a solution of 358 mg of piperidine and 0.6 ml of triethylamine in 5 ml of methylene chloride was added thereto and stirred at room temperature for 15 hours. Aqueous 10% citric acid...